Dataset: the Open Reaction Database (ORD), a public repository of structured organic reaction records. Task: describe an organic reaction: reactants, conditions, products, and yield The reactants are Cl.Cl.FC(COC=1C=CC(=NC1)[C@@H](C)N)(F)F ((R)-1-[5-(2,2,2-trifluoroethoxy)pyridin-2-yl]ethylamine bis-HCl), C(C)(C)C1=CC=C(C=C1)CC(=O)O (4-isopropylphenylacetic acid), C(CCl)Cl (EDC), ON1N=NC2=C1N=CC=C2 (1-hydroxy-7-azabenzotriazole), C(C)(C)N(CC)C(C)C (diisopropylethylamine). Solvent: CN(C)C=O (DMF), O (water). Reaction conditions: time 2 hour. Product: C(C)(C)C1=CC=C(C=C1)CC(=O)N[C@H](C)C1=NC=C(C=C1)OCC(F)(F)F (2-(4-isopropylphenyl)-N-[(1R)-1-(5-(2,2,2-trifluoroethoxy)pyridin-2-yl)ethyl]acetamide). Isolated yield 82.3%. Reaction SMILES: Cl.Cl.[F:3][C:4]([F:17])([F:16])[CH2:5][O:6][C:7]1[CH:8]=[CH:9][C:10]([C@H:13]([NH2:15])[CH3:14])=[N:11][CH:12]=1.[CH:18]([C:21]1[CH:26]=[CH:25][C:24]([CH2:27][C:28](O)=[O:29])=[CH:23][CH:22]=1)([CH3:20])[CH3:19].C(Cl)CCl.ON1C2N=CC=CC=2N=N1.C(N(C(C)C)CC)(C)C>CN(C=O)C.O>[CH:18]([C:21]1[CH:26]=[CH:25][C:24]([CH2:27][C:28]([NH:15][C@@H:13]([C:10]2[CH:9]=[CH:8][C:7]([O:6][CH2:5][C:4]([F:3])([F:16])[F:17])=[CH:12][N:11]=2)[CH3:14])=[O:29])=[CH:23][CH:22]=1)([CH3:20])[CH3:19] |f:0.1.2|. Procedure details: To a suspension of 2-methyl-5-hydroxypyridine (10.5 g, 96.0 mmol) and cesium carbonate (36.1 g, 111 mmol) in DMF (100 mL) was added 2,2,2-trifluoroethyl-trifluoromethanesulfonate (25.7 g, 111 mmol) dropwise over 30 min. The reaction was exothermic and the mixture, which turned to a dark brown color, was stirred for an additional 1 h. The mixture was diluted with water (200 mL) and extracted with EtOAc (200 mL). The organic layer was washed with water (100 mL) then dried over MgSO4, filtered, and... Starting materials: CCNCC, CCOCC, ClCCl, COc1cccc2c1c1c(n2CCF)CCCC1C(=O)Cl. The product is CCN(CC)C(=O)C1CCCc2c1c1c(OC)cccc1n2CCF. Reaction SMILES: [CH2:22]([CH3:23])[NH:24][CH2:25][CH3:26].[CH3:27][CH2:28][O:29][CH2:30][CH3:31].[Cl:32][CH2:33][Cl:34].[F:1][CH2:2][CH2:3][n:4]1[c:5]2[cH:6][cH:7][cH:8][c:9]([O:20][CH3:21])[c:10]2[c:11]2[c:16]1[CH2:15][CH2:14][CH2:13][CH:12]2[C:17](=[O:18])[Cl:19]>>[F:1][CH2:2][CH2:3][n:4]1[c:5]2[cH:6][cH:7][cH:8][c:9]([O:20][CH3:21])[c:10]2[c:11]2[c:16]1[CH2:15][CH2:14][CH2:13][CH:12]2[C:17](=[O:18])[N:24]([CH2:22][CH3:23])[CH2:25][CH3:26].